Task: describe an organic reaction: reactants, conditions, products, and yield. Dataset: the Open Reaction Database (ORD), a public repository of structured organic reaction records Starting materials: O=C([O-])O, ClCCN(CCCl)Cc1ccccc1, CCO, Cl, CC(C)(C)OC(=O)N1CC(N)C1, [Na+]. Yields the product CC(C)(C)OC(=O)N1CC(N2CCN(Cc3ccccc3)CC2)C1. As a reaction SMILES: [C:28](=[O:29])([OH:30])[O-:31].[CH2:2]([c:3]1[cH:4][cH:5][cH:6][cH:7][cH:8]1)[N:9]([CH2:10][CH2:11][Cl:15])[CH2:13][CH2:14][Cl:12].[CH3:33][CH2:34][OH:35].[ClH:1].[NH2:16][CH:17]1[CH2:18][N:19]([C:21](=[O:22])[O:23][C:24]([CH3:25])([CH3:26])[CH3:27])[CH2:20]1.[Na+:32]>>[CH2:2]([c:3]1[cH:4][cH:5][cH:6][cH:7][cH:8]1)[N:9]1[CH2:10][CH2:11][N:16]([CH:17]2[CH2:18][N:19]([C:21](=[O:22])[O:23][C:24]([CH3:25])([CH3:26])[CH3:27])[CH2:20]2)[CH2:14][CH2:13]1.